The task is: describe an organic reaction: reactants, conditions, products, and yield. This data is from the Open Reaction Database (ORD), a public repository of structured organic reaction records. The reactants are CCCCN=C=O (effective_coupling_partner), COc2ccc1ccc(OC(=O)C(C)(C)C)cc1c2 (substrate). Reagents/catalysts: dppf. Run at temperature 80 celsius, time 24 hour. Yields the product CCCCNC(=O)c2ccc1ccc(OC)cc1c2.